From a dataset of the Open Reaction Database (ORD), a public repository of structured organic reaction records. describe an organic reaction: reactants, conditions, products, and yield The reactants are O=Cc1cccc(OCc2ccccc2)c1, CC(=O)[O-], CC(=O)O, C[N+](=O)[O-], [NH4+]. Yields the product O=[N+]([O-])C=Cc1cccc(OCc2ccccc2)c1. Reaction SMILES: [CH2:1]([c:2]1[cH:3][cH:4][cH:5][cH:6][cH:7]1)[O:8][c:9]1[cH:10][c:11]([CH:12]=[O:13])[cH:14][cH:15][cH:16]1.[CH3:22][C:23](=[O:24])[O-:25].[CH3:26][C:27](=[O:28])[OH:29].[N+:17](=[O:18])([O-:19])[CH3:20].[NH4+:21]>>[CH2:1]([c:2]1[cH:3][cH:4][cH:5][cH:6][cH:7]1)[O:8][c:9]1[cH:10][c:11]([CH:12]=[CH:20][N+:17](=[O:18])[O-:19])[cH:14][cH:15][cH:16]1. Reactants: ClCCCBr, CN(C)C=O, CCOC(C)=O, [H-], O=S1(=O)Nc2cccc3c2N1CCC3, [Na+], O. The product is O=S1(=O)N(CCCCl)c2cccc3c2N1CCC3. RXN SMILES: [Br:17][CH2:18][CH2:19][CH2:20][Cl:21].[CH3:22][N:23]([CH3:24])[CH:25]=[O:26].[CH3:28][CH2:29][O:30][C:31](=[O:32])[CH3:33].[H-:15].[NH:1]1[S:2](=[O:13])(=[O:14])[N:3]2[CH2:4][CH2:5][CH2:6][c:7]3[cH:8][cH:9][cH:10][c:11]1[c:12]32.[Na+:16].[OH2:27]>>[N:1]1([CH2:18][CH2:19][CH2:20][Cl:21])[S:2](=[O:13])(=[O:14])[N:3]2[CH2:4][CH2:5][CH2:6][c:7]3[cH:8][cH:9][cH:10][c:11]1[c:12]32. As a reaction SMILES: [Br:1][c:2]1[cH:3][n:4]([CH3:27])[c:5]2[c:6](-[c:11]3[n:12][o:13][c:14](-[c:16]4[cH:17][c:18]([Cl:26])[c:19]([O:22][CH:23]([CH3:24])[CH3:25])[cH:20][cH:21]4)[n:15]3)[cH:7][cH:8][cH:9][c:10]12.[Br:47][Zn:48][CH2:49][CH:50]([C:51](=[O:52])[O:53][CH3:54])[CH3:55].[C:41](=[O:42])([O-:43])[O-:44].[CH2:56]1[O:57][CH2:58][CH2:59][CH2:60]1.[CH3:28][C:29]([P:30]([C:31]([CH3:32])([CH3:33])[CH3:34])[C:35]([CH3:36])([CH3:37])[CH3:38])([CH3:39])[CH3:40].[Cs+:45].[Cs+:46].[O:63]=[C:64]([CH:65]=[CH:66][c:67]1[cH:68][cH:69][cH:70][cH:71][cH:72]1)[CH:73]=[CH:74][c:75]1[cH:76][cH:77][cH:78][cH:79][cH:80]1.[O:81]=[C:82]([CH:83]=[CH:84][c:85]1[cH:86][cH:87][cH:88][cH:89][cH:90]1)[CH:91]=[CH:92][c:93]1[cH:94][cH:95][cH:96][cH:97][cH:98]1.[O:99]=[C:100]([CH:101]=[CH:102][c:103]1[cH:104][cH:105][cH:106][cH:107][cH:108]1)[CH:109]=[CH:110][c:111]1[cH:112][cH:113][cH:114][cH:115][cH:116]1.[Pd:61].[Pd:62]>>[c:2]1([CH2:49][CH:50]([C:51](=[O:52])[O:53][CH3:54])[CH3:55])[cH:3][n:4]([CH3:27])[c:5]2[c:6](-[c:11]3[n:12][o:13][c:14](-[c:16]4[cH:17][c:18]([Cl:26])[c:19]([O:22][CH:23]([CH3:24])[CH3:25])[cH:20][cH:21]4)[n:15]3)[cH:7][cH:8][cH:9][c:10]12. Starting materials: CC(C)Oc1ccc(-c2nc(-c3cccc4c(Br)cn(C)c34)no2)cc1Cl, COC(=O)C(C)C[Zn]Br, O=C([O-])[O-], C1CCOC1, CC(C)(C)P(C(C)(C)C)C(C)(C)C, [Cs+], [Cs+], O=C(C=Cc1ccccc1)C=Cc1ccccc1, O=C(C=Cc1ccccc1)C=Cc1ccccc1, O=C(C=Cc1ccccc1)C=Cc1ccccc1, [Pd], [Pd]. Product: COC(=O)C(C)Cc1cn(C)c2c(-c3noc(-c4ccc(OC(C)C)c(Cl)c4)n3)cccc12. Conditions: time 2 hour. Procedure details: 4-Benzylpiperazine(3.3 ml, 18.9 mmol) was added to a solution of ethyl bromoacetate(1 ml, 9.0 mmol) in benzene(9 ml), which was then stirred for 2 hours at a room temperature, diluted with ethyl ether, and washed with saturated NaCl solution. The separated organic layer was dried over anhydrous sodium sulfate and concentrated under reduced pressure to give 2.38 g of the titled compound. (Yield 100%). Isolated yield 100.8%. Solvent: C1=CC=CC=C1 (benzene), C(C)OCC (ethyl ether). Reactants: C(C1=CC=CC=C1)N1CCNCC1 (4-Benzylpiperazine), BrCC(=O)OCC (ethyl bromoacetate). Product: C(C1=CC=CC=C1)N1CCN(CC1)CC(=O)OCC (ethyl 4-benzylpiperazineacetate). Reaction SMILES: [CH2:1]([N:8]1[CH2:13][CH2:12][NH:11][CH2:10][CH2:9]1)[C:2]1[CH:7]=[CH:6][CH:5]=[CH:4][CH:3]=1.Br[CH2:15][C:16]([O:18][CH2:19][CH3:20])=[O:17]>C1C=CC=CC=1.C(OCC)C>[CH2:1]([N:8]1[CH2:13][CH2:12][N:11]([CH2:15][C:16]([O:18][CH2:19][CH3:20])=[O:17])[CH2:10][CH2:9]1)[C:2]1[CH:3]=[CH:4][CH:5]=[CH:6][CH:7]=1. Reactants: CS(C)=O, Nc1ccn(C2CC(O)C(CO)O2)c(=O)n1, FC(F)(F)I, [Fe+2], OO, O=S(=O)(O)O, O=S(=O)([O-])[O-]. Yields the product Nc1nc(=O)n(C2CC(O)C(CO)O2)cc1C(F)(F)F. As a reaction SMILES: [CH3:35][S:36](=[O:37])[CH3:38].[CH:1]1([n:9]2[c:10](=[O:11])[n:12][c:13]([NH2:14])[cH:15][cH:16]2)[CH2:2][CH:3]([OH:4])[CH:5]([CH2:6][OH:7])[O:8]1.[F:22][C:23]([F:24])([F:25])[I:26].[Fe+2:34].[OH:27][OH:28].[S:17](=[O:18])(=[O:19])([OH:20])[OH:21].[S:29]([O-:30])([O-:31])(=[O:32])=[O:33]>>[CH:1]1([n:9]2[c:10](=[O:11])[n:12][c:13]([NH2:14])[c:15]([C:23]([F:22])([F:24])[F:25])[cH:16]2)[CH2:2][CH:3]([OH:4])[CH:5]([CH2:6][OH:7])[O:8]1. Reactants: Cl (hydrochloric acid), C(CCC)(=O)C=1C(CC(CC1O)C1=C(N=C(C=2CCCCC12)C)Cl)=O (2-butyryl-5-(3-chloro-1-methyl-5,6,7,8-tetrahydroisoquinolin-4-yl)-3-hydroxycyclohex-2-en-1-one), Cl.C(C)ON (ethoxyamine hydrochloride), [OH-].[Na+] (sodium hydroxide), C(C)O (ethanol). Run at time 3 hour. The product is ClC=1N=C(C=2CCCCC2C1C1C(=C(C(CC1)=O)C(CCC)=NOCC)O)C (3-chloro-1-methyl-5,6,7,8-tetrahydroisoquinolin-4-yl-2-[1-(ethoxyimino)butyl]-3-hydroxycyclohex-2-en-1-one). As a reaction SMILES: C(C1C(=O)[CH2:8][CH:9]([C:13]2[C:22]3[CH2:21][CH2:20][CH2:19][CH2:18][C:17]=3[C:16]([CH3:23])=[N:15][C:14]=2[Cl:24])[CH2:10][C:11]=1O)(=O)CCC.Cl.[CH2:27]([O:29][NH2:30])[CH3:28].[OH-:31].[Na+].Cl.[CH2:34]([OH:36])[CH3:35]>>[Cl:24][C:14]1[N:15]=[C:16]([CH3:23])[C:17]2[CH2:18][CH2:19][CH2:20][CH2:21][C:22]=2[C:13]=1[CH:9]1[CH2:10][CH2:11][C:34](=[O:36])[C:35]([C:8](=[N:30][O:29][CH2:27][CH3:28])[CH2:9][CH2:10][CH3:11])=[C:8]1[OH:31] |f:1.2,3.4|. Procedure details: A mixture of 2-butyryl-5-(3-chloro-1-methyl-5,6,7,8-tetrahydroisoquinolin-4-yl)-3-hydroxycyclohex-2-en-1-one (2.07 g), ethoxyamine hydrochloride (1.1 equiv), sodium hydroxide (1.1 equiv in 0.5 ml water) and ethanol (40 ml) was stirred at room temperature for 3 hr. The mixture was poured into a very dilute hydrochloric acid solution, which was then immediately extracted with diethyl ether. The dried (MgSO4) organic extract was evaporated to give 5-(3-chloro-1-methyl-5,6,7,8-tetrahydroisoquinolin-... Starting materials: C(C)(=O)O[C@H]1[C@@H](O[C@@H]([C@H]([C@@H]1OC(C)=O)OC(C)=O)COC(C)=O)OC1=NNC(=C1CC1=CC=C(C=C1)OCCCO)C(C)C (3-(2,3,4,6-tetra-O-acetyl-β-D-glucopyranosyloxy)-4-{[4-(3-hydroxypropoxy)phenyl]-methyl}-5-isopropyl-1H-pyrazole), OCC(N)(CO)CO (tris(hydroxymethyl)-aminomethane), NC(CO)(C)C (2-amino-2-methyl-1-propanol). Yields the product [C@@H]1([C@H](O)[C@@H](O)[C@H](O)[C@H](O1)CO)OC1=NNC(=C1CC1=CC=C(C=C1)OCCCNC(CO)(CO)CO)C(C)C (3-(β-D-Glucopyranosyloxy)-4-[(4-{3-[2-hydroxy-1,1-bis-(hydroxymethyl)ethylamino]propoxy}phenyl)methyl]-5-isopropyl-1H-pyrazole). Reaction SMILES: C([O:4][C@@H:5]1[C@@H:10]([O:11]C(=O)C)[C@H:9]([O:15]C(=O)C)[C@@H:8]([CH2:19][O:20]C(=O)C)[O:7][C@H:6]1[O:24][C:25]1[C:29]([CH2:30][C:31]2[CH:36]=[CH:35][C:34]([O:37][CH2:38][CH2:39][CH2:40]O)=[CH:33][CH:32]=2)=[C:28]([CH:42]([CH3:44])[CH3:43])[NH:27][N:26]=1)(=O)C.[OH:45][CH2:46][C:47]([CH2:51][OH:52])([CH2:49][OH:50])[NH2:48].NC(C)(C)CO>>[C@@H:6]1([O:24][C:25]2[C:29]([CH2:30][C:31]3[CH:36]=[CH:35][C:34]([O:37][CH2:38][CH2:39][CH2:40][NH:48][C:47]([CH2:51][OH:52])([CH2:49][OH:50])[CH2:46][OH:45])=[CH:33][CH:32]=3)=[C:28]([CH:42]([CH3:44])[CH3:43])[NH:27][N:26]=2)[O:7][C@H:8]([CH2:19][OH:20])[C@@H:9]([OH:15])[C@H:10]([OH:11])[C@H:5]1[OH:4]. Procedure details: The title compound was prepared in a similar manner to that described in Example 57 using 3-(2,3,4,6-tetra-O-acetyl-β-D-glucopyranosyloxy)-4-{[4-(3-hydroxypropoxy)phenyl]-methyl}-5-isopropyl-1H-pyrazole and tris(hydroxymethyl)-aminomethane instead of 3-(2,3,4,6-tetra-O-acetyl-β-D-glucopyranosyloxy)-4-{[4-(3-hydroxypropoxy)-2-methylphenyl]methyl}-5-isopropyl-1H-pyrazole and 2-amino-2-methyl-1-propanol, respectively. The reactants are COc1ccc(F)c(F)c1COc1cc([N+](=O)[O-])c(Cl)cc1Br, Cc1ccccc1, C=C[Sn](CCCC)(CCCC)CCCC. The product is C=Cc1cc(Cl)c([N+](=O)[O-])cc1OCc1c(OC)ccc(F)c1F. Reaction SMILES: [Br:1][c:2]1[cH:3][c:4]([Cl:23])[c:5]([N+:20](=[O:21])[O-:22])[cH:6][c:7]1[O:8][CH2:9][c:10]1[c:11]([F:19])[c:12]([F:18])[cH:13][cH:14][c:15]1[O:16][CH3:17].[CH3:39][c:40]1[cH:41][cH:42][cH:43][cH:44][cH:45]1.[CH:24](=[CH2:25])[Sn:26]([CH2:27][CH2:28][CH2:29][CH3:30])([CH2:31][CH2:32][CH2:33][CH3:34])[CH2:35][CH2:36][CH2:37][CH3:38]>>[c:2]1([CH:24]=[CH2:25])[cH:3][c:4]([Cl:23])[c:5]([N+:20](=[O:21])[O-:22])[cH:6][c:7]1[O:8][CH2:9][c:10]1[c:11]([F:19])[c:12]([F:18])[cH:13][cH:14][c:15]1[O:16][CH3:17]. The reactants are ClC1=CC=C(CN2C(=C(C3=CC(=CC=C23)OC)C)CCC(=O)O)C=C1 (3-[1-p-chlorobenzyl-5-methoxy-3-methylindol-2-yl]propionic acid), CO (MeOH), B(Br)(Br)Br (BBr3), B(Br)(Br)Br (BBr3). The solvent is C(Cl)Cl (CH2Cl2). Reaction conditions: temperature -20 celsius, time 60 minute. Product: ClC1=CC=C(CN2C(=C(C3=CC(=CC=C23)O)C)CCC(=O)O)C=C1 (3-[1-p-Chlorobenzyl-5-hydroxy-3-methylindol-2-yl]-propionic acid). As a reaction SMILES: [Cl:1][C:2]1[CH:25]=[CH:24][C:5]([CH2:6][N:7]2[C:15]3[C:10](=[CH:11][C:12]([O:16]C)=[CH:13][CH:14]=3)[C:9]([CH3:18])=[C:8]2[CH2:19][CH2:20][C:21]([OH:23])=[O:22])=[CH:4][CH:3]=1.B(Br)(Br)Br.CO>C(Cl)Cl>[Cl:1][C:2]1[CH:25]=[CH:24][C:5]([CH2:6][N:7]2[C:15]3[C:10](=[CH:11][C:12]([OH:16])=[CH:13][CH:14]=3)[C:9]([CH3:18])=[C:8]2[CH2:19][CH2:20][C:21]([OH:23])=[O:22])=[CH:4][CH:3]=1. Reported procedure: Beginning with 3-[1-p-chlorobenzyl-5-methoxy-3-methylindol-2-yl]propionic acid which is described in J. Med. Chem., 1252 (1968), (2.7 g) was dissolved in 20 ml CH2Cl2 at 0° C. 7.6 ml BBr3 (1M in CH2Cl2) was added dropwise and the reaction stirred for 60 minutes. After 180 minutes at 23° C., another 4 ml BBr3 solution was added. The reaction was stirred for a further 180 minutes. The reaction was cooled to -20° C. and 15 ml MeOH added. The organic phase was washed with NaHCO3 (aqueous), dried wit... Starting materials: C(C)S (ethanethiol), COC1=CC=C(C=C1)CC(CC(=O)O)CC(=O)O (3-[(4-methoxyphenyl)methyl]glutaric acid), [Na] (sodium). Run in CN(C=O)C (dimethylformamide), CN(C=O)C (dimethylformamide), CN(C=O)C (dimethylformamide). Run at temperature 165 celsius, time 15 minute. The product is OC1=CC=C(C=C1)CC(CC(=O)O)CC(=O)O (3-[(4-hydroxyphenyl)methyl]glutaric acid). Yield: 79.4%. RXN SMILES: [Na].C(S)C.C[O:6][C:7]1[CH:12]=[CH:11][C:10]([CH2:13][CH:14]([CH2:19][C:20]([OH:22])=[O:21])[CH2:15][C:16]([OH:18])=[O:17])=[CH:9][CH:8]=1>CN(C)C=O>[OH:6][C:7]1[CH:12]=[CH:11][C:10]([CH2:13][CH:14]([CH2:19][C:20]([OH:22])=[O:21])[CH2:15][C:16]([OH:18])=[O:17])=[CH:9][CH:8]=1 |^1:0|. Procedure: To a stirred suspension of 57% sodium hydrideparaffin (1.4 g) in dry dimethylformamide (30 ml) is added dropwise a solution of ethanethiol (4.0 ml) in dry dimethylformamide (10 ml). After 15 minutes, a solution of 3-[(4-methoxyphenyl)methyl]glutaric acid (800 mg) in dry dimethylformamide (20 ml) is added. The resulting slurry is heated in a bath at 165° C. for 20 hours and evaporated in vacuo. The residue is acidified with 20% hydrochloric acid, extracted with ether and the extracts are discarde...